Dataset: the Open Reaction Database (ORD), a public repository of structured organic reaction records. Task: describe an organic reaction: reactants, conditions, products, and yield The reactants are [BH4-].[Na+] (Sodium borohydride), C(C)(C)(C)C=1N=C(SC1)C=1OC2=C(C1)C=C(C=C2)C(CN2C=C(C1=CC=CC=C21)C(=O)OCC2=CC=CC=C2)=O (benzyl 1-{2-[2-(4-tert-butylthiazol-2-yl)benzofuran-5-yl]-2-oxoethyl}indole-3-carboxylate), CO (methanol), O1CCCC1 (tetrahydrofurane). Run in C(C)(=O)[O-].[NH4+] (ammonium acetate). Yields the product C(C)(C)(C)C=1N=C(SC1)C=1OC2=C(C1)C=C(C=C2)C(CN2C=C(C1=CC=CC=C21)C(=O)OCC2=CC=CC=C2)O (benzyl 1-{2-[2-(4-tert-butylthiazol-2-yl)benzofuran-5-yl]-2-hydroxyethyl}indole-3-carboxylate). As a reaction SMILES: [BH4-].[Na+].[C:3]([C:7]1[N:8]=[C:9]([C:12]2[O:13][C:14]3[CH:20]=[CH:19][C:18]([C:21](=[O:42])[CH2:22][N:23]4[C:31]5[C:26](=[CH:27][CH:28]=[CH:29][CH:30]=5)[C:25]([C:32]([O:34][CH2:35][C:36]5[CH:41]=[CH:40][CH:39]=[CH:38][CH:37]=5)=[O:33])=[CH:24]4)=[CH:17][C:15]=3[CH:16]=2)[S:10][CH:11]=1)([CH3:6])([CH3:5])[CH3:4].CO.O1CCCC1>C([O-])(=O)C.[NH4+]>[C:3]([C:7]1[N:8]=[C:9]([C:12]2[O:13][C:14]3[CH:20]=[CH:19][C:18]([CH:21]([OH:42])[CH2:22][N:23]4[C:31]5[C:26](=[CH:27][CH:28]=[CH:29][CH:30]=5)[C:25]([C:32]([O:34][CH2:35][C:36]5[CH:37]=[CH:38][CH:39]=[CH:40][CH:41]=5)=[O:33])=[CH:24]4)=[CH:17][C:15]=3[CH:16]=2)[S:10][CH:11]=1)([CH3:6])([CH3:4])[CH3:5] |f:0.1,5.6|. Procedure details: Sodium borohydride (4 mg) was added to a solution of benzyl 1-{2-[2-(4-tert-butylthiazol-2-yl)benzofuran-5-yl]-2-oxoethyl}indole-3-carboxylate in a mixed solvent of methanol (1 ml) and tetrahydrofurane (5 ml). After being stirred for several hours, the reaction mixture was diluted with aqueous ammonium acetate solution, which was extracted with ethyl acetate. The extract was washed with brine, dried over magnesium sulfate and concentrated under reduced pressure. The residue was subjected to colu...